This data is from the Open Reaction Database (ORD), a public repository of structured organic reaction records. The task is: describe an organic reaction: reactants, conditions, products, and yield Reactants: Cc1cc(C)cc(Sc2c(C(C)C)nc(C=O)n2C)c1, CC(=O)[O-], CCO, Cl, NO, [Na+], O. Yields the product Cc1cc(C)cc(Sc2c(C(C)C)nc(C=NO)n2C)c1. As a reaction SMILES: [CH3:1][c:2]1[cH:3][c:4]([S:9][c:10]2[c:11]([CH:18]([CH3:19])[CH3:20])[n:12][c:13]([CH:16]=[O:17])[n:14]2[CH3:15])[cH:5][c:6]([CH3:8])[cH:7]1.[CH3:25][C:26](=[O:27])[O-:28].[CH3:30][CH2:31][OH:32].[ClH:21].[NH2:22][OH:23].[Na+:24].[OH2:29]>>[CH3:1][c:2]1[cH:3][c:4]([S:9][c:10]2[c:11]([CH:18]([CH3:19])[CH3:20])[n:12][c:13]([CH:16]=[N:22][OH:23])[n:14]2[CH3:15])[cH:5][c:6]([CH3:8])[cH:7]1. Starting materials: Cl.C(C)N=C=NCCCN(C)C (1-ethyl-3-(3-dimethylaminopropyl)-carbodiimide hydrochloride), ON1N=NC2=C1C=CC=C2 (1-hydroxybenzotriazole), CN(C)C1=NC=CC=C1 (dimethylaminopyridine), C(C1=CC=CC=C1)N1CC(CC1)N (1-Benzyl-3-aminopyrrolidine), N1N=CC2=CC(=CC=C12)C(=O)O (1H-5-indazolecarboxylic acid), N1N=CC2=CC(=CC=C12)C(=O)O (1H-5-indazolecarboxylic acid), C(O)([O-])=O.[Na+] (sodium hydrogencarbonate). The solvent is CN(C=O)C (dimethylformamide). Conditions: time 18 hour. Product: C(C1=CC=CC=C1)N1CC(CC1)NC(=O)CC=1C=C2C=NNC2=CC1 (N5-(1-Benzyltetrahydro-1H-3-pyrrolyl)-1H-5-indazolecarboxyamide). As a reaction SMILES: [CH2:1]([N:8]1[CH2:12][CH2:11][CH:10]([NH2:13])[CH2:9]1)[C:2]1[CH:7]=[CH:6][CH:5]=[CH:4][CH:3]=1.[NH:14]1[C:22]2[C:17](=[CH:18][C:19]([C:23](O)=O)=[CH:20][CH:21]=2)[CH:16]=[N:15]1.Cl.C(N=C=NCCCN(C)C)C.ON1C2C=CC=CC=2N=N1.CN(C1C=CC=CN=1)C.[C:57](=O)([O-])[OH:58].[Na+]>CN(C)C=O>[CH2:1]([N:8]1[CH2:12][CH2:11][CH:10]([NH:13][C:57]([CH2:23][C:19]2[CH:18]=[C:17]3[C:22](=[CH:21][CH:20]=2)[NH:14][N:15]=[CH:16]3)=[O:58])[CH2:9]1)[C:2]1[CH:3]=[CH:4][CH:5]=[CH:6][CH:7]=1 |f:2.3,6.7|. Reported procedure: 1-Benzyl-3-aminopyrrolidine (256 mg) and 1H-5-indazolecarboxylic acid (intermediate 2) (243 mg) were dissolved in dimethylformamide (3 ml), and 1-ethyl-3-(3-dimethylaminopropyl)-carbodiimide hydrochloride (383 mg), 1-hydroxybenzotriazole (306 mg), and dimethylaminopyridine (5 mg) were added to the solution. The reaction mixture was stirred at room temperature for 18 hr. A saturated aqueous sodium hydrogencarbonate solution (2 ml) was then added thereto, and the mixture was extracted with chlorof... Starting materials: C=C(C)n1c(=O)n(CCCN2CCN(Cc3ccccc3)CC2)c2ccccc21, CCO, Cl. Product: O=c1[nH]c2ccccc2n1CCCN1CCN(Cc2ccccc2)CC1. Reaction SMILES: [CH3:1][C:2](=[CH2:3])[n:4]1[c:5](=[O:29])[n:6]([CH2:13][CH2:14][CH2:15][N:16]2[CH2:17][CH2:18][N:19]([CH2:22][c:23]3[cH:24][cH:25][cH:26][cH:27][cH:28]3)[CH2:20][CH2:21]2)[c:7]2[c:8]1[cH:9][cH:10][cH:11][cH:12]2.[CH3:31][CH2:32][OH:33].[ClH:30]>>[nH:4]1[c:5](=[O:29])[n:6]([CH2:13][CH2:14][CH2:15][N:16]2[CH2:17][CH2:18][N:19]([CH2:22][c:23]3[cH:24][cH:25][cH:26][cH:27][cH:28]3)[CH2:20][CH2:21]2)[c:7]2[c:8]1[cH:9][cH:10][cH:11][cH:12]2. Solvent: C1CCOC1 (THF). Run at time 16 hour. Reported procedure: To a stirred solution of 5′-(3-(3,4,5-trichlorophenyl)-3-(trifluoromethyl)-3,4-dihydro-2H-pyrrol-5-yl)-3′H-spiro[azetidine-3,1′-isobenzofuran]hydrochloride (Preparation 5, 900 mg, 1.76 mmol) in THF (20 mL) was added DIPEA (3.07 mL, 17.65 mmol), isobutyric acid (0.321 mL, 3.53 mmol) and T3P (5.12 mL, 8.82 mmol, 50% solution in ethyl acetate) at room temperature. The resulting reaction mixture was stirred at room temperature for 16 hours. Reaction was monitored by TLC, after complete consumption o... The yield is 41.6%. RXN SMILES: Cl.[Cl:2][C:3]1[CH:4]=[C:5]([C:11]2([C:28]([F:31])([F:30])[F:29])[CH2:15][C:14]([C:16]3[CH:17]=[C:18]4[C:22](=[CH:23][CH:24]=3)[C:21]3([CH2:27][NH:26][CH2:25]3)[O:20][CH2:19]4)=[N:13][CH2:12]2)[CH:6]=[C:7]([Cl:10])[C:8]=1[Cl:9].CCN(C(C)C)C(C)C.[C:41](O)(=[O:45])[CH:42]([CH3:44])[CH3:43].C(P1(=O)OP(CCC)(=O)OP(CCC)(=O)O1)CC>C1COCC1>[CH3:43][CH:42]([CH3:44])[C:41]([N:26]1[CH2:25][C:21]2([C:22]3[C:18](=[CH:17][C:16]([C:14]4[CH2:15][C:11]([C:5]5[CH:4]=[C:3]([Cl:2])[C:8]([Cl:9])=[C:7]([Cl:10])[CH:6]=5)([C:28]([F:30])([F:29])[F:31])[CH2:12][N:13]=4)=[CH:24][CH:23]=3)[CH2:19][O:20]2)[CH2:27]1)=[O:45] |f:0.1|. The product is CC(C(=O)N1CC2(OCC3=CC(=CC=C23)C=2CC(CN2)(C(F)(F)F)C2=CC(=C(C(=C2)Cl)Cl)Cl)C1)C (2-methyl-1-(5′-(3-(3,4,5-trichlorophenyl)-3-(trifluoromethyl)-3,4-dihydro-2H-pyrrol-5-yl)-3′H-spiro[azetidine-3,1′-isobenzofuran]-1-yl)propan-1-one). The reactants are Cl.ClC=1C=C(C=C(C1Cl)Cl)C1(CN=C(C1)C=1C=C2COC3(C2=CC1)CNC3)C(F)(F)F (5′-(3-(3,4,5-trichlorophenyl)-3-(trifluoromethyl)-3,4-dihydro-2H-pyrrol-5-yl)-3′H-spiro[azetidine-3,1′-isobenzofuran]hydrochloride), CCN(C(C)C)C(C)C (DIPEA), C(C(C)C)(=O)O (isobutyric acid), C(CC)P1(OP(OP(O1)(=O)CCC)(=O)CCC)=O (T3P). Reactants: ClC=1C=NC=2N(C1)N=C(C2)C(=O)O (6-chloro-pyrazolo[1,5-a]pyrimidine-2-carboxylic acid), FC1=C2CCNC(C2=CC=C1)C(F)(F)F (5-fluoro-1-trifluoromethyl-1,2,3,4-tetrahydro-isoquinoline). Yields the product ClC=1C=NC=2N(C1)N=C(C2)C(=O)N2C(C1=CC=CC(=C1CC2)F)C(F)(F)F ((6-Chloro-pyrazolo[1,5-a]pyrimidin-2-yl)-(5-fluoro-1-trifluoromethyl-3,4-dihydro-1H-isoquinolin-2-yl)-methanone). RXN SMILES: [Cl:1][C:2]1[CH:3]=[N:4][C:5]2[N:6]([N:8]=[C:9]([C:11]([OH:13])=O)[CH:10]=2)[CH:7]=1.[F:14][C:15]1[CH:24]=[CH:23][CH:22]=[C:21]2[C:16]=1[CH2:17][CH2:18][NH:19][CH:20]2[C:25]([F:28])([F:27])[F:26]>>[Cl:1][C:2]1[CH:3]=[N:4][C:5]2[N:6]([N:8]=[C:9]([C:11]([N:19]3[CH2:18][CH2:17][C:16]4[C:21](=[CH:22][CH:23]=[CH:24][C:15]=4[F:14])[CH:20]3[C:25]([F:26])([F:27])[F:28])=[O:13])[CH:10]=2)[CH:7]=1. Procedure details: In close analogy to the procedure described in Example 1, 6-chloro-pyrazolo[1,5-a]pyrimidine-2-carboxylic acid is reacted with 5-fluoro-1-trifluoromethyl-1,2,3,4-tetrahydro-isoquinoline to provide the title compound in moderate yield. The reactants are C(C)(=O)O (acetic acid), C(C)(=O)O.NCCCCC1=CC=C(OCCN(C[C@@H]([C@@H](O)[C@@H]2OC(OC[C@H]2O)C)O)CCCCCC)C=C1 ((1R,2S)-3-((2-(4-(4-Aminobutyl)phenoxy)ethyl)(hexyl)amino)-1-((4R,5R)-5-hydroxy-2-methyl-1,3-dioxan-4-yl)propane-1,2-diol Acetic Acid Salt), I.NC=1C(=NC(=C(N1)N)Cl)C(=O)NC(=N)SC (methyl 3,5-diamino-6-chloropyrazine-2-carbonylcarbamimidothioate hydroiodic acid salt), CCN(C(C)C)C(C)C (DIPEA). Run in CCO (EtOH). Run at temperature 70 celsius. Product: NC=1C(=NC(=C(N1)N)Cl)C(=O)NC(NCCCCC1=CC=C(C=C1)OCCN(CCCCCC)C[C@@H]([C@H]([C@@H]1OC(OC[C@H]1O)C)O)O)=N (3,5-Diamino-chloro-N—(N-(4-(4-(2-(((2S,3R)-2,3-dihydroxy-3-((4R,5R)-5-hydroxy-2-methyl-1,3-dioxan-4-yl)propyl)(hexyl)amino)ethoxy)phenyl)butyl)carbamimidoyl)Pyrazine-2-carboxamide). Isolated yield 65.3%. RXN SMILES: C(O)(=O)C.C(O)(=O)C.[NH2:9][CH2:10][CH2:11][CH2:12][CH2:13][C:14]1[CH:42]=[CH:41][C:17]([O:18][CH2:19][CH2:20][N:21]([CH2:35][CH2:36][CH2:37][CH2:38][CH2:39][CH3:40])[CH2:22][C@H:23]([OH:34])[C@H:24]([C@H:26]2[C@H:31]([OH:32])[CH2:30][O:29][CH:28]([CH3:33])[O:27]2)[OH:25])=[CH:16][CH:15]=1.I.[NH2:44][C:45]1[C:46]([C:53]([NH:55][C:56](SC)=[NH:57])=[O:54])=[N:47][C:48]([Cl:52])=[C:49]([NH2:51])[N:50]=1.CCN(C(C)C)C(C)C>CCO>[NH2:44][C:45]1[C:46]([C:53]([NH:55][C:56](=[NH:57])[NH:9][CH2:10][CH2:11][CH2:12][CH2:13][C:14]2[CH:15]=[CH:16][C:17]([O:18][CH2:19][CH2:20][N:21]([CH2:22][C@H:23]([OH:34])[C@@H:24]([OH:25])[C@H:26]3[C@H:31]([OH:32])[CH2:30][O:29][CH:28]([CH3:33])[O:27]3)[CH2:35][CH2:36][CH2:37][CH2:38][CH2:39][CH3:40])=[CH:41][CH:42]=2)=[O:54])=[N:47][C:48]([Cl:52])=[C:49]([NH2:51])[N:50]=1 |f:1.2,3.4|. Procedure details: To a solution acetic acid salt 28 (189 mg, 0.313 mmol) and methyl 3,5-diamino-6-chloropyrazine-2-carbonylcarbamimidothioate hydroiodic acid salt (18, 192 mg, 0.502 mmol) in EtOH (8 mL) was added DIPEA (0.42 mL, 2.50 mmol) at room temperature. The reaction mixture was heated at 70° C. in a sealed tube for 2 h, then cooled to room temperature, and concentrated in vacuum. The residue was purified by column chromatography (silica gel, 9:1 CH2Cl2/MeOH, 80:18:2 CHCl3/MeOH/NH4OH) to afford carboxamide ... Starting materials: ClC1=C(C(=O)OC)C=C(C(=C1)F)N1C(NC(=CC1=O)C(F)(F)F)=O (methyl 2-chloro-5-[3,6-dihydro-2,6-dioxo-4-trifluoromethyl-1(2H)-pyrimidinyl]-4-fluorobenzoate), P(=O)(Cl)(Cl)Cl (phosphorus oxychloride). The solvent is N1=CC=CC=C1 (pyridine). The product is ClC1=C(C(=O)OC)C=C(C(=C1)F)N1C(=NC(=CC1=O)C(F)(F)F)Cl (methyl 2-chloro-5-[2-chloro-6-oxo-4-trifluoromethyl-1(6H)-pyrimidinyl]-4-fluorobenzoate). RXN SMILES: [Cl:1][C:2]1[CH:11]=[C:10]([F:12])[C:9]([N:13]2[C:18](=[O:19])[CH:17]=[C:16]([C:20]([F:23])([F:22])[F:21])[NH:15][C:14]2=O)=[CH:8][C:3]=1[C:4]([O:6][CH3:7])=[O:5].P(Cl)(Cl)([Cl:27])=O>N1C=CC=CC=1>[Cl:1][C:2]1[CH:11]=[C:10]([F:12])[C:9]([N:13]2[C:18](=[O:19])[CH:17]=[C:16]([C:20]([F:23])([F:22])[F:21])[N:15]=[C:14]2[Cl:27])=[CH:8][C:3]=1[C:4]([O:6][CH3:7])=[O:5]. Reported procedure: using methyl 2-chloro-5-[3,6-dihydro-2,6-dioxo-4-trifluoromethyl-1(2H)-pyrimidinyl]-4-fluorobenzoate with phosphorus oxychloride and pyridine within 7 hours at room temperature there is obtained methyl 2-chloro-5-[2-chloro-6-oxo-4-trifluoromethyl-1(6H)-pyrimidinyl]-4-fluorobenzoate, m.p. 89°-91° C.; Procedure: Under an nitrogen atmosphere, 1.36 g (7.2 mmol) of N-methoxycarbonyl-(L)-tert-leucine (Example 2e), 2.59 g (13.5 mmol) of EDC and 1.22 g (9.0 mmol) of HOBT are dissolved in 20 ml of DMF. After 15 min, 3.79 ml (27 mmol) of TEA are added and then a solution of 2.11 g (4.5 mmol) of 1-[4-(thiazol-5-yl)-phenyl]-4(S)-hydroxy-2-(tert-butoxycarbonyl)amino-5(S)-amino-6-phenyl-2-azahexane in 41 ml of DMF is added dropwise. After 3 hours the reaction mixture is concentrated by evaporation. The resulting oi... The reactants are TEA, COC(=O)N[C@@H](C(C)(C)C)C(=O)O (N-methoxycarbonyl-(L)-tert-leucine), C(CCl)Cl (EDC), C=1C=CC2=C(C1)N=NN2O (HOBT), S1C=NC=C1C1=CC=C(C=C1)CN(C[C@@H]([C@H](CC1=CC=CC=C1)N)O)NC(=O)OC(C)(C)C (1-[4-(thiazol-5-yl)-phenyl]-4(S)-hydroxy-2-(tert-butoxycarbonyl)amino-5(S)-amino-6-phenyl-2-azahexane). RXN SMILES: [CH3:1][O:2][C:3]([NH:5][C@H:6]([C:11]([OH:13])=O)[C:7]([CH3:10])([CH3:9])[CH3:8])=[O:4].C(Cl)CCl.C1C=CC2N(O)N=NC=2C=1.[S:28]1[C:32]([C:33]2[CH:38]=[CH:37][C:36]([CH2:39][N:40]([NH:53][C:54]([O:56][C:57]([CH3:60])([CH3:59])[CH3:58])=[O:55])[CH2:41][C@H:42]([OH:52])[C@@H:43]([NH2:51])[CH2:44][C:45]3[CH:50]=[CH:49][CH:48]=[CH:47][CH:46]=3)=[CH:35][CH:34]=2)=[CH:31][N:30]=[CH:29]1>CN(C=O)C>[S:28]1[C:32]([C:33]2[CH:38]=[CH:37][C:36]([CH2:39][N:40]([NH:53][C:54]([O:56][C:57]([CH3:60])([CH3:59])[CH3:58])=[O:55])[CH2:41][C@H:42]([OH:52])[C@@H:43]([NH:51][C:11](=[O:13])[C@H:6]([C:7]([CH3:8])([CH3:9])[CH3:10])[NH:5][C:3]([O:2][CH3:1])=[O:4])[CH2:44][C:45]3[CH:50]=[CH:49][CH:48]=[CH:47][CH:46]=3)=[CH:35][CH:34]=2)=[CH:31][N:30]=[CH:29]1. Reaction conditions: time 15 minute. Solvent: CN(C)C=O (DMF), CN(C)C=O (DMF). Product: S1C=NC=C1C1=CC=C(C=C1)CN(C[C@@H]([C@H](CC1=CC=CC=C1)NC([C@@H](NC(=O)OC)C(C)(C)C)=O)O)NC(=O)OC(C)(C)C (1-[4-(Thiazol-5-yl)-phenyl]-4(S)-hydroxy-2-(tert-butoxycarbonyl)amino-5(S)-N-(N-methoxycarbonyl-(L)-tert-leucyl)amino-6-phenyl-2-azahexane).